This data is from the Open Reaction Database (ORD), a public repository of structured organic reaction records. The task is: describe an organic reaction: reactants, conditions, products, and yield Reactants: C(O)([O-])=O.[Na+] (sodium hydrogencarbonate), 4A, C(Cl)Cl (methylene chloride), C=O (paraformaldehyde), BrC1=C(C=CC(=C1)C(=C)C)F (2-Bromo-1-fluoro-4-(prop-1-en-2-yl)benzene). Run in C(C)(=O)OCC (ethyl acetate). Run at time 1 hour. Yields the product BrC=1C=C(C=CC1F)C(CCO)=C (3-(3-Bromo-4-fluorophenyl)but-3-en-1-ol). The yield is 35.0%. RXN SMILES: C(Cl)Cl.C=O.[Br:6][C:7]1[CH:12]=[C:11]([C:13]([CH3:15])=[CH2:14])[CH:10]=[CH:9][C:8]=1[F:16].[C:17](=O)([O-])[OH:18].[Na+]>C(OCC)(=O)C>[Br:6][C:7]1[CH:12]=[C:11]([C:13](=[CH2:15])[CH2:14][CH2:17][OH:18])[CH:10]=[CH:9][C:8]=1[F:16] |f:3.4|. Reported procedure: A molecular sieve 4A (3.14 g) and a boron trifluoride-diethyl ether complex (2.16 mL, 17.5 mmol) were added to methylene chloride (31 mL), and the mixture was stirred at room temperature for 1 hour. Subsequently, paraformaldehyde (0.46 g, 14.6 mmol) and the compound (3.14 g, 14.6 mmol) obtained in Example 91a were added at −5° C., and the mixture was stirred at the same temperature for 18 hours. After the reaction was completed, a saturated aqueous sodium hydrogencarbonate solution was added, an...